Dataset: the Open Reaction Database (ORD), a public repository of structured organic reaction records. Task: describe an organic reaction: reactants, conditions, products, and yield Reactants: O (H2O), [H-].[Na+] (sodium hydride), C1CCOC1 (THF), CC(CC1=C(C(C(=O)OC)=CC=C1NC(C)=O)O)(CCC)OS(=O)(=O)C1=CC=C(C)C=C1 (methyl 3-(2'-methyl-2'-tosyloxypentyl)-4-acetylaminosalicylate), C1CCOC1 (THF). The solvent is C(C)(=O)OCC (ethyl acetate). Yields the product CC1(OC2=C(CCC1)C(=CC=C2C(=O)OC)NC(C)=O)C (methyl 2,2-dimethyl-6-acetylamino-2,3,4,5-tetrahydro-1-benzoxepin-9-carboxylate). As a reaction SMILES: [H-].[Na+].C[C:4](OS(C1C=CC(C)=CC=1)(=O)=O)([CH2:21][CH2:22][CH3:23])[CH2:5][C:6]1[C:15]([NH:16][C:17](=[O:19])[CH3:18])=[CH:14][CH:13]=[C:8]([C:9]([O:11][CH3:12])=[O:10])[C:7]=1[OH:20].O.[CH2:36]1COCC1>C(OCC)(=O)C>[CH3:36][C:22]1([CH3:23])[CH2:21][CH2:4][CH2:5][C:6]2[C:15]([NH:16][C:17](=[O:19])[CH3:18])=[CH:14][CH:13]=[C:8]([C:9]([O:11][CH3:12])=[O:10])[C:7]=2[O:20]1 |f:0.1|. Reported procedure: To a mixture of 2.2 g sodium hydride (60%) and 20 ml THF is added dropwise at 0° C. a solution of 15 g of methyl 3-(2'-methyl-2'-tosyloxypentyl)-4-acetylaminosalicylate in 10 ml THF. This is allowed to come to room temperature over several hours, then chilled and 2 ml H2O added slowly. This is then diluted with ethyl acetate, the salts filtered off, washed with water and brine, dried and concentrated to dryness to obtain methyl 2,2-dimethyl-6-acetylamino-2,3,4,5-tetrahydro-1-benzoxepin-9-carboxy... Reactants: C(C)(C)(C)C=1N=C(C=2C(N1)=NN(N2)CC)N2CC(CC2)(F)F (5-tert-Butyl-7-(3,3-difluoro-pyrrolidin-1-yl)-2-ethyl-2H-[1,2,3]triazolo[4,5-d]pyrimidine), C(C)(C)(C)C=1N=C(C2=C(N1)NN=N2)N2CC(CC2)(F)F (5-tert-butyl-7-(3,3-difluoropyrrolidin-1-yl)-3H-[1,2,3]triazolo[4,5-d]pyrimidine), Cl.ClCC1=CN=NN1C (5-(chloromethyl)-1-methyl-1H-1,2,3-triazole hydrochloride). The product is C(C)(C)(C)C=1N=C(C=2C(N1)=NN(N2)CC=2N(N=NC2)C)N2CC(CC2)(F)F (5-tert-Butyl-7-(3,3-difluoro-pyrrolidin-1-yl)-2-(3-methyl-3H-[1,2,3]triazol-4-ylmethyl)-2H-[1,2,3]triazolo[4,5-d]pyrimidine). RXN SMILES: [C:1]([C:5]1[N:6]=[C:7]([N:16]2[CH2:20][CH2:19][C:18]([F:22])([F:21])[CH2:17]2)[C:8]2[C:9](=[N:11][N:12]([CH2:14][CH3:15])[N:13]=2)[N:10]=1)([CH3:4])([CH3:3])[CH3:2].C(C1N=C(N2CCC(F)(F)C2)[C:30]2[N:35]=[N:34][NH:33][C:31]=2N=1)(C)(C)C.Cl.ClCC1N(C)N=NC=1>>[C:1]([C:5]1[N:6]=[C:7]([N:16]2[CH2:20][CH2:19][C:18]([F:21])([F:22])[CH2:17]2)[C:8]2[C:9](=[N:11][N:12]([CH2:14][C:15]3[N:35]([CH3:30])[N:34]=[N:33][CH:31]=3)[N:13]=2)[N:10]=1)([CH3:2])([CH3:3])[CH3:4] |f:2.3|. Reported procedure: In analogy to the procedure described for the synthesis of 5-tert-butyl-7-(3,3-difluoro-pyrrolidin-1-yl)-2-ethyl-2H-[1,2,3]triazolo[4,5-d]pyrimidine (example 3, step b), the title compound was prepared from 5-tert-butyl-7-(3,3-difluoropyrrolidin-1-yl)-3H-[1,2,3]triazolo[4,5-d]pyrimidine and 5-(chloromethyl)-1-methyl-1H-1,2,3-triazole hydrochloride and isolated as light yellow solid. MS (m/e): 378.3 (MH+). Reactants: [BH4-].[Na+] (sodium borohydride), C(C1=CC=CC=C1)OC(=O)N1CO[C@@]([C@@H]1C(C)C)(C(F)(F)F)O ((4S,5S)-5-Hydroxy-4-isopropyl-5-trifluoromethyl-1,3-oxazolidine-3-carboxylic Acid Benzyl Ester), [Cl-].[NH4+] (ammonium chloride). The reagents and catalysts are [Cl-].[Zn+2].[Cl-] (zinc chloride). Run in COC(C)(C)C (t-butyl methyl ether), COC(C)(C)C (t-butyl methyl ether). Run at time 15 hour. Product: C(C1=CC=CC=C1)OC(N[C@H]([C@@H](C(F)(F)F)O)C(C)C)=O (N-[(1S,2S)-3,3,3-Trifluoro-2-hydroxy-1-(isopropyl)-propyl]carbamic Acid Benzyl Ester). Isolated yield 65.5%. RXN SMILES: [BH4-].[Na+].[CH2:3]([O:10][C:11]([N:13]1[C@@H:17]([CH:18]([CH3:20])[CH3:19])[C@@:16](O)([C:21]([F:24])([F:23])[F:22])[O:15]C1)=[O:12])[C:4]1[CH:9]=[CH:8][CH:7]=[CH:6][CH:5]=1.[Cl-].[NH4+]>COC(C)(C)C.[Cl-].[Zn+2].[Cl-]>[CH2:3]([O:10][C:11](=[O:12])[NH:13][C@@H:17]([CH:18]([CH3:19])[CH3:20])[C@H:16]([OH:15])[C:21]([F:24])([F:22])[F:23])[C:4]1[CH:9]=[CH:8][CH:7]=[CH:6][CH:5]=1 |f:0.1,3.4,6.7.8|. Procedure details: To a solution of zinc chloride (2.0 g, 0.015 mol) and sodium borohydride (1.1 g, 0.029 mol) in t-butyl methyl ether (80 ml) was added dropwise a solution of (4S,5S)-5-hydroxy-4-isopropyl-5-trifluoromethyl-1,3-oxazolidine-3-carboxylic acid benzyl ester (5.0 g, 0.015 mol) obtained in Example 2 in t-butyl methyl ether (20 ml), and the mixture was stirred at room temperature for 15 hours. To the reaction solution was added a saturated aqueous ammonium chloride solution (80 ml), and the mixture was e... Reactants: CC(=O)OC1CCC(Nc2cc(-n3c4ccccc4c4c(-c5nc6ccc(F)cc6[nH]5)cccc43)ccc2C#N)CC1, CS(C)=O, CCO, [Na+], [OH-], O, OO. Product: CC(=O)OC1CCC(Nc2cc(-n3c4ccccc4c4c(-c5nc6ccc(F)cc6[nH]5)cccc43)ccc2C(N)=O)CC1. Reaction SMILES: [C:3](#[N:4])[c:5]1[c:6]([NH:34][CH:35]2[CH2:36][CH2:37][CH:38]([O:41][C:42]([CH3:43])=[O:44])[CH2:39][CH2:40]2)[cH:7][c:8](-[n:11]2[c:12]3[cH:13][cH:14][cH:15][cH:16][c:17]3[c:18]3[c:19](-[c:24]4[n:25][c:26]5[c:27]([nH:28]4)[cH:29][c:30]([F:33])[cH:31][cH:32]5)[cH:20][cH:21][cH:22][c:23]23)[cH:9][cH:10]1.[CH3:45][S:46]([CH3:47])=[O:48].[CH3:51][CH2:52][OH:53].[Na+:50].[OH-:49].[OH2:54].[OH:1][OH:2]>>[C:3]([NH2:4])([c:5]1[c:6]([NH:34][CH:35]2[CH2:36][CH2:37][CH:38]([O:41][C:42]([CH3:43])=[O:44])[CH2:39][CH2:40]2)[cH:7][c:8](-[n:11]2[c:12]3[cH:13][cH:14][cH:15][cH:16][c:17]3[c:18]3[c:19](-[c:24]4[n:25][c:26]5[c:27]([nH:28]4)[cH:29][c:30]([F:33])[cH:31][cH:32]5)[cH:20][cH:21][cH:22][c:23]23)[cH:9][cH:10]1)=[O:48]. Product: CCOC(=O)N1CCc2ccccc2C1c1ccc(C(F)(F)F)cc1. RXN SMILES: [CH3:26][CH2:27][OH:28].[F:1][C:2]([c:3]1[cH:4][cH:5][c:6]([CH:9]2[N:10]([C:19](=[O:20])[O:21][CH2:22][CH3:23])[CH:11]=[CH:12][c:13]3[cH:14][cH:15][cH:16][cH:17][c:18]32)[cH:7][cH:8]1)([F:24])[F:25]>>[F:1][C:2]([c:3]1[cH:4][cH:5][c:6]([CH:9]2[N:10]([C:19](=[O:20])[O:21][CH2:22][CH3:23])[CH2:11][CH2:12][c:13]3[cH:14][cH:15][cH:16][cH:17][c:18]32)[cH:7][cH:8]1)([F:24])[F:25]. The reactants are CCO, CCOC(=O)N1C=Cc2ccccc2C1c1ccc(C(F)(F)F)cc1. The reactants are S1C(=NC2=C1C=CC=C2)C(C(=O)OCC)C(=O)OCC (1,3-diethyl 2-(1,3-benzothiazol-2-yl)propanedioate), N1(CCOCC1)C(N)=N (morpholine-4-carboximidamide). Run in C1(=CC=CC=C1)C (Toluene). The product is S1C(=NC2=C1C=CC=C2)C=2C(=NC(=NC2O)N2CCOCC2)O (5-(1,3-benzothiazol-2-yl)-2-(morpholin-4-yl)pyrimidine-4,6-diol). Reaction SMILES: [S:1]1[C:5]2[CH:6]=[CH:7][CH:8]=[CH:9][C:4]=2[N:3]=[C:2]1[CH:10]([C:16]([O:18]CC)=O)[C:11]([O:13]CC)=O.[N:21]1([C:27](=[NH:29])[NH2:28])[CH2:26][CH2:25][O:24][CH2:23][CH2:22]1>C1(C)C=CC=CC=1>[S:1]1[C:5]2[CH:6]=[CH:7][CH:8]=[CH:9][C:4]=2[N:3]=[C:2]1[C:10]1[C:11]([OH:13])=[N:28][C:27]([N:21]2[CH2:26][CH2:25][O:24][CH2:23][CH2:22]2)=[N:29][C:16]=1[OH:18]. Reported procedure: A mixture 1,3-diethyl 2-(1,3-benzothiazol-2-yl)propanedioate (3.00 g, 10.23 mmol, 1.00 equiv), and morpholine-4-carboximidamide (1.33 g, 10.30 mmol, 1.00 equiv) in Toluene (30 mL) was heated for 20 h at 120° C. under an inert atmosphere of nitrogen. After cooling down, the white solid was collected by filtration, washed with a mixture solution of Dichloromethane/Methanol and dried in an IR oven to afford the title compound. as a white solid. MS m/z [M+H]+ (ESI): 331. The reactants are aromatic hydrocarbons, [Cl-].[Al+3].[Cl-].[Cl-] (aluminum chloride), CC=1C=CC(=CC1)C (p-xylene), alkyl sulfonyl chlorides, CS(=O)(=O)Cl (methanesulfonyl chloride), [Cl-].[Al+3].[Cl-].[Cl-] (aluminum chloride), aromatic compound, sulfonyl fluorides, sulfonyl chlorides. The product is CC1=C(C=C(C=C1)C)Cl (2,5-dimethylchlorobenzene), CS(=O)(=O)C1=C(C=CC(=C1)C)C (2,5-dimethylphenyl methyl sulfone). Isolated yield 1.0%. Reaction SMILES: [Cl-:1].[Al+3].[Cl-].[Cl-].[CH3:5][S:6](Cl)(=[O:8])=[O:7].[CH3:10][C:11]1[CH:12]=[CH:13][C:14]([CH3:17])=[CH:15][CH:16]=1>>[CH3:10][C:11]1[CH:16]=[CH:15][C:14]([CH3:17])=[CH:13][C:12]=1[Cl:1].[CH3:5][S:6]([C:16]1[CH:15]=[C:14]([CH3:17])[CH:13]=[CH:12][C:11]=1[CH3:10])(=[O:8])=[O:7] |f:0.1.2.3|. Procedure details: The use of sulfonyl fluorides, instead of sulfonyl chlorides, is essential to the process of the present invention. While not wishing to be bound by theoretical considerations, it appears that when alkyl sulfonyl chlorides react with aromatic hydrocarbons in the presence of aluminum chloride, the major reaction which occurs is chlorination, not sulfonylation, of the aromatic compound. For example, the reaction of p-xylene with methanesulfonyl chloride in the presence of aluminum chloride gave a ...